From a dataset of the Open Reaction Database (ORD), a public repository of structured organic reaction records. describe an organic reaction: reactants, conditions, products, and yield Solvent: CN(C=O)C (N,N-dimethylformamide). Run at temperature 0 celsius, time 30 minute. Yields the product OC1=CC=C(C=C1)C=CN1C(SC=C1)NC(C)=O (N-{3-[2-(4-hydroxyphenyl)vinyl]-1,3-thiazol-2-yl}acetamide). The yield is 91.6%. As a reaction SMILES: [Cl-].[C:2]([NH:5][C:6]1[S:7][CH:8]=[C:9](C[P+](C2C=CC=CC=2)(C2C=CC=CC=2)C2C=CC=CC=2)[N:10]=1)(=[O:4])[CH3:3].O[C:32]1C=C(C=C[CH:39]=1)C=O.[O:40]1[CH2:44][CH2:43][CH2:42][CH2:41]1.[CH3:45][C:46](C)([O-])C.[K+].O>CN(C)C=O>[OH:40][C:44]1[CH:43]=[CH:42][C:41]([CH:45]=[CH:46][N:10]2[CH:9]=[CH:8][S:7][CH:6]2[NH:5][C:2](=[O:4])[CH3:3])=[CH:39][CH:32]=1 |f:0.1,3.4.5|. Procedure: To a solution of {[2-(acetylamino)-1,3-thiazol-4-yl]methyl}(triphenyl)phosphonium chloride (3.894 g, 8.598 mmol) and 3-hydroxybenzaldehyde (1.000 g, 8.189 mmol) in anhydrous N,N-dimethylformamide (42 ml) was added dropwise potassium tert-butoxide tetrahydrofuran solution (1M, 25.4 ml, 25.4 mmol) at 0° C. After stirring at 0° C. for 30 min, the mixture was stirred at room temperature for 2 hr. The reaction mixture was cooled to 0° C., and iced water (100 ml) was added. The mixture was washed twic... The reactants are O (water), [Cl-].C(C)(=O)NC=1SC=C(N1)C[P+](C1=CC=CC=C1)(C1=CC=CC=C1)C1=CC=CC=C1 ({[2-(acetylamino)-1,3-thiazol-4-yl]methyl}(triphenyl)phosphonium chloride), OC=1C=C(C=O)C=CC1 (3-hydroxybenzaldehyde), O1CCCC1.CC(C)([O-])C.[K+] (potassium tert-butoxide tetrahydrofuran). Starting materials: COc1cc(OC)nc(N)n1, CS(=O)(=O)c1ccccc1CS(=O)(=O)N=C=O, ClCCl. Yields the product COc1cc(OC)nc(NC(=O)NS(=O)(=O)Cc2ccccc2S(C)(=O)=O)n1. RXN SMILES: [CH3:18][O:19][c:20]1[n:21][c:22]([NH2:28])[n:23][c:24]([O:26][CH3:27])[cH:25]1.[CH3:1][S:2](=[O:3])(=[O:4])[c:5]1[c:6]([CH2:11][S:12](=[O:13])(=[O:14])[N:15]=[C:16]=[O:17])[cH:7][cH:8][cH:9][cH:10]1.[Cl:29][CH2:30][Cl:31]>>[CH3:1][S:2](=[O:3])(=[O:4])[c:5]1[c:6]([CH2:11][S:12](=[O:13])(=[O:14])[NH:15][C:16](=[O:17])[NH:28][c:22]2[n:21][c:20]([O:19][CH3:18])[cH:25][c:24]([O:26][CH3:27])[n:23]2)[cH:7][cH:8][cH:9][cH:10]1.